This data is from the Open Reaction Database (ORD), a public repository of structured organic reaction records. The task is: describe an organic reaction: reactants, conditions, products, and yield Reactants: ClC1=CC=C(OCC2=CC=C(OC(C(=O)OC)C)C=C2)C=C1 (methyl 2-[4-(4-chlorophenoxy-methyl)-phenoxy]-propionate), C(CCC)N (n-butylamine). Solvent: CO (methanol). Yields the product C(CCC)NC(C(C)OC1=CC=C(C=C1)COC1=CC=C(C=C1)Cl)=O (2-[4-(4-chlorophenoxy-methyl)-phenoxy]-propionic acid n-butylamide). Yield: 38.8%. RXN SMILES: [Cl:1][C:2]1[CH:22]=[CH:21][C:5]([O:6][CH2:7][C:8]2[CH:20]=[CH:19][C:11]([O:12][CH:13]([CH3:18])[C:14]([O:16]C)=O)=[CH:10][CH:9]=2)=[CH:4][CH:3]=1.[CH2:23]([NH2:27])[CH2:24][CH2:25][CH3:26]>CO>[CH2:23]([NH:27][C:14](=[O:16])[CH:13]([O:12][C:11]1[CH:10]=[CH:9][C:8]([CH2:7][O:6][C:5]2[CH:4]=[CH:3][C:2]([Cl:1])=[CH:22][CH:21]=2)=[CH:20][CH:19]=1)[CH3:18])[CH2:24][CH2:25][CH3:26]. Reported procedure: 6.4 gm of methyl 2-[4-(4-chlorophenoxy-methyl)-phenoxy]-propionate were dissolved in 60 ml of methanol, 6.0 gm of n-butylamine were added to the solution, and the mixture was heated in an autoclave for 4 hours at a pressure of 15-16 atmospheres gauge. After cooling, the solvent was distilled off in vacuo, and the residue was recrystallized from ethanol, yielding 2.8 gm (39% of theory) of the amide named in the heading, which had a melting point of 98° C.